Dataset: the Open Reaction Database (ORD), a public repository of structured organic reaction records. Task: describe an organic reaction: reactants, conditions, products, and yield Reactants: C1=C(C=CC2=CC=C(C=C12)C(=O)O)C(=O)O (naphthalene-2,7-dicarboxylic acid), NCCCCCCN (hexamethylene diamine), C(C)O (ethyl alcohol). The solvent is O (water). Product: C1=C(C=CC2=CC=C(C=C12)C(=O)[O-])C(=O)[O-].[NH3+]CCCCCC[NH3+] (hexamethylene diammonium naphthalene-2,7-dicarboxylate). RXN SMILES: [CH:1]1[C:10]2[C:5](=[CH:6][CH:7]=[C:8]([C:11]([OH:13])=[O:12])[CH:9]=2)[CH:4]=[CH:3][C:2]=1[C:14]([OH:16])=[O:15].[NH2:17][CH2:18][CH2:19][CH2:20][CH2:21][CH2:22][CH2:23][NH2:24].C(O)C>O>[CH:1]1[C:10]2[C:5](=[CH:6][CH:7]=[C:8]([C:11]([O-:13])=[O:12])[CH:9]=2)[CH:4]=[CH:3][C:2]=1[C:14]([O-:16])=[O:15].[NH3+:17][CH2:18][CH2:19][CH2:20][CH2:21][CH2:22][CH2:23][NH3+:24] |f:4.5|. Procedure: Equimolar proportions of naphthalene-2,7-dicarboxylic acid and hexamethylene diamine were dissolved in water to form a salt. Then, ethyl alcohol was added to form hexamethylene diammonium naphthalene-2,7-dicarboxylate as a white powder which did not contain water of crystallization. Starting materials: C(C1=CC=CC=C1)OC1=CC=C(C=C1)C1=NN=NN1 (5-(4-benzyloxyphenyl)tetrazole), CCN(C(C)C)C(C)C (DIPEA), CI (methyl iodide). Run in O (water), CN1CCCC1=O (NMP), CN1CCCC1=O (NMP), O (water). Run at temperature 18 celsius. The product is CN1N=C(N=N1)C1=CC=C(C=C1)OCC1=CC=CC=C1 (2-methyl-5-(4-benzyloxyphenyl)-2H-tetrazole). As a reaction SMILES: [CH2:1]([O:8][C:9]1[CH:14]=[CH:13][C:12]([C:15]2[NH:19][N:18]=[N:17][N:16]=2)=[CH:11][CH:10]=1)[C:2]1[CH:7]=[CH:6][CH:5]=[CH:4][CH:3]=1.[CH3:20]CN(C(C)C)C(C)C.CI>CN1C(=O)CCC1.O>[CH3:20][N:18]1[N:17]=[N:16][C:15]([C:12]2[CH:13]=[CH:14][C:9]([O:8][CH2:1][C:2]3[CH:3]=[CH:4][CH:5]=[CH:6][CH:7]=3)=[CH:10][CH:11]=2)=[N:19]1. Procedure details: To a stirred solution containing 337 g of the tetrazole and 362 mL of DIPEA in 1 L of NMP cooled to 18° C. under N2 was added dropwise over 1.5 hrs 200 g of methyl iodide in 170 mL NMP. After stirring an additional hour at room temperature, the reaction mixture was diluted with 340 mL of water and the reaction mixture was diluted with 340 mL of water and cooled to 18° C. The resulting solid was collected, washed with water, recrystallized from ethanol and dried in vacuo at 50° C. to give 232.3 g... The product is CCCNC1CCc2c(ccc(OC)c2N)C1. Reactants: [Al+3], CCC(=O)NC1CCc2c(ccc(OC)c2N)C1, [H-], [H-], [H-], [H-], [Li+], [Na+], C1CCOC1, [OH-]. Reaction SMILES: [Al+3:2].[C:7]([CH2:8][CH3:9])(=[O:10])[NH:11][CH:12]1[CH2:13][c:14]2[cH:15][cH:16][c:17]([O:23][CH3:24])[c:18]([NH2:22])[c:19]2[CH2:20][CH2:21]1.[H-:1].[H-:4].[H-:5].[H-:6].[Li+:3].[Na+:26].[O:27]1[CH2:28][CH2:29][CH2:30][CH2:31]1.[OH-:25]>>[CH2:7]([CH2:8][CH3:9])[NH:11][CH:12]1[CH2:13][c:14]2[cH:15][cH:16][c:17]([O:23][CH3:24])[c:18]([NH2:22])[c:19]2[CH2:20][CH2:21]1. Run at time 9 minute. Product: BrCC(=O)NCCC(=O)ON1C(CCC1=O)=O (Succinimidyl 3-(bromoacetamido)propionate). Reactants: ( 23 ), BrCC(=O)C(N)CC(=O)O (β-bromoacetylβ-alanine), ON1C(CCC1=O)=O (N-hydroxysuccinimide), C(C)(C)N=C=NC(C)C (1,3-diisopropyl-carbodiimide), CC(C)O (2-propanol). Reported procedure: To a solution of β-bromoacetylβ-alanine (21.00 g, 100 mmol) and N-hydroxysuccinimide (13.01 g, 113 mmol) in 2-propanol (280 mL) at room temperature was added 1,3-diisopropyl-carbodiimide (16.0 mL, 101 mmol). After 8-10 min, oily precipitation of the product began, and the walls of the container were scratched to induce crystallization. The mixture was allowed to stand 1 h at room temperature and overnight at 4° C. The crystals were collected, washed with 2-propanol (30 mL), and redissolved in 2-... As a reaction SMILES: [Br:1][CH2:2][C:3](C(CC(O)=O)N)=[O:4].[OH:11][N:12]1[C:16](=[O:17])[CH2:15][CH2:14][C:13]1=[O:18].[CH:19]([N:22]=C=NC(C)C)(C)C.C[CH:29]([OH:31])[CH3:30]>>[Br:1][CH2:2][C:3]([NH:22][CH2:19][CH2:30][C:29]([O:11][N:12]1[C:16](=[O:17])[CH2:15][CH2:14][C:13]1=[O:18])=[O:31])=[O:4]. Starting materials: (Z)-tert-butyl (tert-butoxycarbonylamino) ((1R,3S)-3-(2-chloro-5-fluoropyrimidin-4-ylamino)cyclohexylamino)methylenecarbamate, C(C)(C)(C)OC(=O)NC(N[C@H]1C[C@H](CCC1)NC1=NC(=NC=C1F)Cl)=NC(OC(C)(C)C)=O (tert-butyl (tert-butoxycarbonylamino)((1R,3S)-3-(2-chloro-5-fluoropyrimidin-4-ylamino)cyclohexylamino)methylenecarbamate), FC=1C=C2C(=NC1)N(C=C2B2OC(C(O2)(C)C)(C)C)S(=O)(=O)C2=CC=C(C=C2)C (5-fluoro-1-(p-tolylsulfonyl)-3-(4,4,5,5-tetramethyl-1,3,2-dioxaborolan-2-yl)pyrrolo[2,3-b]pyridine), 44a, C(=O)([O-])[O-].[Na+].[Na+] (Na2CO3). The reagents and catalysts are C1(=CC=CC=C1)P(C1=CC=CC=C1)C1=CC=CC=C1.[Pd] (palladium triphenylphosphane). Solvent: C(OC)COC (dimethoxyethane). Reaction conditions: temperature 120 celsius. Product: FC=1C(=NC(=NC1)C1=CN(C2=NC=C(C=C21)F)S(=O)(=O)C2=CC=C(C=C2)C)N[C@@H]2C[C@@H](CCC2)NC(=N)NC(OC(C)(C)C)=O (tert-butyl N—[N-[(1R,3S)-3-[[5-fluoro-2-[5-fluoro-1-(p-tolylsulfonyl)-pyrrolo[2,3-b]pyridin-3-yl]pyrimidin-4-yl]amino]cyclohexyl]carbamimidoyl]-carbamate). As a reaction SMILES: [C:1]([O:5][C:6]([NH:8][C:9](=[N:26]C(=O)OC(C)(C)C)[NH:10][C@@H:11]1[CH2:16][CH2:15][CH2:14][C@H:13]([NH:17][C:18]2[C:23]([F:24])=[CH:22][N:21]=[C:20](Cl)[N:19]=2)[CH2:12]1)=[O:7])([CH3:4])([CH3:3])[CH3:2].[F:34][C:35]1[CH:36]=[C:37]2[C:43](B3OC(C)(C)C(C)(C)O3)=[CH:42][N:41]([S:53]([C:56]3[CH:61]=[CH:60][C:59]([CH3:62])=[CH:58][CH:57]=3)(=[O:55])=[O:54])[C:38]2=[N:39][CH:40]=1.C([O-])([O-])=O.[Na+].[Na+]>C(COC)OC.C1(P(C2C=CC=CC=2)C2C=CC=CC=2)C=CC=CC=1.[Pd]>[F:24][C:23]1[C:18]([NH:17][C@H:13]2[CH2:14][CH2:15][CH2:16][C@@H:11]([NH:10][C:9]([NH:8][C:6](=[O:7])[O:5][C:1]([CH3:2])([CH3:3])[CH3:4])=[NH:26])[CH2:12]2)=[N:19][C:20]([C:43]2[C:37]3[C:38](=[N:39][CH:40]=[C:35]([F:34])[CH:36]=3)[N:41]([S:53]([C:56]3[CH:61]=[CH:60][C:59]([CH3:62])=[CH:58][CH:57]=3)(=[O:54])=[O:55])[CH:42]=2)=[N:21][CH:22]=1 |f:2.3.4,6.7|. Procedure: Degassed a solution of (Z)-tert-butyl (tert-butoxycarbonylamino) ((1R,3S)-3-(2-chloro-5-fluoropyrimidin-4-ylamino)cyclohexylamino)methylenecarbamate, 70b, (0.200 g, 0.411 mmol), 5-fluoro-1-(p-tolylsulfonyl)-3-(4,4,5,5-tetramethyl-1,3,2-dioxaborolan-2-yl)pyrrolo[2,3-b]pyridine, 44a, (0.205 g, 0.493 mmol) and Na2CO3 (0.616 mL of 2M solution, 1.232 mmol) in dimethoxyethane (15 mL) for 30 min. To the mixture was added palladium triphenylphosphane (0.023 g, 0.021 mmol) and the reaction mixture was he...